Dataset: the Open Reaction Database (ORD), a public repository of structured organic reaction records. Task: describe an organic reaction: reactants, conditions, products, and yield The reactants are ClC(=O)OC=C (vinyl chloroformate), N#N (N2), C(=C)C1=CC=C(C=C1)O (4-vinylphenol), N1=CC=CC=C1 (pyridine). Run in C(Cl)(Cl)Cl (chloroform). Reaction conditions: temperature 5 celsius. Yields the product C(OC1=CC=C(C=C1)C=C)(OC=C)=O (4-vinylphenyl vinyl carbonate). As a reaction SMILES: N#N.[CH:3]([C:5]1[CH:10]=[CH:9][C:8]([OH:11])=[CH:7][CH:6]=1)=[CH2:4].N1C=CC=CC=1.Cl[C:19]([O:21][CH:22]=[CH2:23])=[O:20]>C(Cl)(Cl)Cl>[C:19](=[O:20])([O:21][CH:22]=[CH2:23])[O:11][C:8]1[CH:9]=[CH:10][C:5]([CH:3]=[CH2:4])=[CH:6][CH:7]=1. Procedure: A 500 ml round bottom flask equipped with a reflux condenser, a mechanical stirrer , a thermometer, a dropping funnel and an efficient N2 blanket, is charged with 30.0 g (0.25 mole) of 4-vinylphenol, 21.8 g of pyridine and 300 ml of chloroform. The contents are then cooled down to 5 degrees C., and 25,3 g of vinyl chloroformate is added dropwise via the dropping funnel with constant stirring and the temperature maintained at 5 degrees or below. The temperature is then allowed to rise to ambient ... Starting materials: C(C#C)OC(C1=CC=C(C=C1)Cl)OCC#C (1-(Bis-prop-2-ynyloxy-methyl)-4-chloro-benzene), C(C)(=O)Cl (acetyl chloride), S(=O)(Cl)Cl (thionyl chloride). Run at temperature 20 celsius, time 20 hour. Product: ClC1=CC=C(C=C1)C(OCC#C)Cl (1-Chloro-4-(chloro-prop-2-ynyloxy-methyl)-benzene). Isolated yield 125.0%. As a reaction SMILES: [CH2:1]([O:4][CH:5](OCC#C)[C:6]1[CH:11]=[CH:10][C:9]([Cl:12])=[CH:8][CH:7]=1)[C:2]#[CH:3].C([Cl:20])(=O)C.S(Cl)(Cl)=O>>[Cl:12][C:9]1[CH:10]=[CH:11][C:6]([CH:5]([Cl:20])[O:4][CH2:1][C:2]#[CH:3])=[CH:7][CH:8]=1. Reported procedure: 1-(Bis-prop-2-ynyloxy-methyl)-4-chloro-benzene (11.7 g) is added to acetyl chloride (19.9 g) and thionyl chloride (0.2 ml) over 1 hour. The temperature is maintained at 20° C. by occasionally cooling. The reaction mixture is stirred at room temperature for 20 hours. The reaction mixture is evaporated at 20-30° C. using vacuum. 1-Chloro-4-(chloro-prop-2-ynyloxy-methyl)-benzene (13.4 g) is obtained as oil. Starting materials: CCOC(C)=O, [H][H], O=[N+]([O-])c1nc2n(n1)C(c1ccccc1)CCO2. Yields the product Nc1nc2n(n1)C(c1ccccc1)CCO2. RXN SMILES: [CH3:21][CH2:22][O:23][C:24](=[O:25])[CH3:26].[H:19][H:20].[N+:1]([O-:2])(=[O:3])[c:4]1[n:5][n:6]2[c:7]([n:18]1)[O:8][CH2:9][CH2:10][CH:11]2[c:12]1[cH:13][cH:14][cH:15][cH:16][cH:17]1>>[NH2:1][c:4]1[n:5][n:6]2[c:7]([n:18]1)[O:8][CH2:9][CH2:10][CH:11]2[c:12]1[cH:13][cH:14][cH:15][cH:16][cH:17]1. The reactants are [OH-].[NH4+] (ammonium hydroxide), Cl[O-].[Na+] (sodium hypochlorite), [Mn](=O)(=O)(=O)[O-].[K+] (potassium permanganate), [OH-].[Na+] (sodium hydroxide), C(C)OC(=O)NC1=CC2=C(N=C(S2)S)C=C1 (6-(N-ethoxycarbonylamino)-2-mercaptobenzothiazole). Solvent: O (H2O), O (H2O). Conditions: temperature 30 celsius. The product is C(C)OC(=O)NC1=CC2=C(N=C(S2)S(=O)(=O)N)C=C1 (6-(N-ethoxycarbonylamino)-2-benzothiazolesulfonamide). RXN SMILES: [OH-:1].[NH4+:2].Cl[O-:4].[Na+].[OH-].[Na+].[CH2:8]([O:10][C:11]([NH:13][C:14]1[CH:23]=[CH:22][C:17]2[N:18]=[C:19]([SH:21])[S:20][C:16]=2[CH:15]=1)=[O:12])[CH3:9].[Mn]([O-])(=O)(=O)=O.[K+]>O>[CH2:8]([O:10][C:11]([NH:13][C:14]1[CH:23]=[CH:22][C:17]2[N:18]=[C:19]([S:21]([NH2:2])(=[O:4])=[O:1])[S:20][C:16]=2[CH:15]=1)=[O:12])[CH3:9] |f:0.1,2.3,4.5,7.8|. Procedure: To ammonium hydroxide (14.8 M) (215 ml) were added dropwise simultaneously sodium hypochlorite solution (5.25%) (101 ml) and a solution of sodium hydroxide (2.75 g, 0.069 mole) and 6-(N-ethoxycarbonylamino)-2-mercaptobenzothiazole (17.50 g, 0.069 mole) in H2O (187 ml) with stirring at 5° C. After 1/2 hour the precipitated solid was collected by suction filtration and washed well with ice-H2O. The wet solid was suspended in acetone (284 ml) and treated dropwise with a solution of potassium perman...